This data is from the Open Reaction Database (ORD), a public repository of structured organic reaction records. The task is: describe an organic reaction: reactants, conditions, products, and yield Starting materials: NC1=C(C=C(C=N1)C=1C=NN(C1)CCC(=O)O)C=1SC2=C(N1)C=CC=C2 (3-[4-(6-amino-5-benzothiazol-2-ylpyridin-3-yl)-pyrazol-1-yl]-propionic acid), N1CCCC1 (pyrrolidine), CN(C)C(=[N+](C)C)ON1C2=C(C=CC=C2)N=N1.[B-](F)(F)(F)F (TBTU), CCN(C(C)C)C(C)C (DIPEA), CN(C)C=O (DMF). Run in CCOC(=O)C (EtOAc). Conditions: time 10 minute. Yields the product NC1=C(C=C(C=N1)C=1C=NN(C1)CCC(=O)N1CCCC1)C=1SC2=C(N1)C=CC=C2 (3-[4-(6-Amino-5-benzothiazol-2-ylpyridin-3-yl)-pyrazol-1-yl]-1-pyrrolidin-1-ylpropan-1-one). As a reaction SMILES: [NH2:1][C:2]1[N:7]=[CH:6][C:5]([C:8]2[CH:9]=[N:10][N:11]([CH2:13][CH2:14][C:15](O)=[O:16])[CH:12]=2)=[CH:4][C:3]=1[C:18]1[S:19][C:20]2[CH:26]=[CH:25][CH:24]=[CH:23][C:21]=2[N:22]=1.[NH:27]1[CH2:31][CH2:30][CH2:29][CH2:28]1.CN(C(ON1N=NC2C=CC=CC1=2)=[N+](C)C)C.[B-](F)(F)(F)F.CCN(C(C)C)C(C)C.CN(C=O)C>CCOC(C)=O>[NH2:1][C:2]1[N:7]=[CH:6][C:5]([C:8]2[CH:9]=[N:10][N:11]([CH2:13][CH2:14][C:15]([N:27]3[CH2:31][CH2:30][CH2:29][CH2:28]3)=[O:16])[CH:12]=2)=[CH:4][C:3]=1[C:18]1[S:19][C:20]2[CH:26]=[CH:25][CH:24]=[CH:23][C:21]=2[N:22]=1 |f:2.3|. Reported procedure: A mixture of 3-[4-(6-amino-5-benzothiazol-2-ylpyridin-3-yl)-pyrazol-1-yl]-propionic acid (7.0 mg, 0.013 mmol), pyrrolidine (9 mg, 0.1 mmol), TBTU (8.24 mg, 0.0257 mmol), DIPEA (0.02 mL, 0.1 mmol), and DMF (2 mL, 0.02 mol) was stirred at rt for 10 min. The solution was transferred to a separatory funnel, diluted with EtOAc and washed 3× with water. The organic layer was concentrated in vacuo and loaded onto a prep TLC plate, eluting with 5% MeOH/DCM. The band containing the pure product was filte... Reactants: CN(C(=C)OC)C (1-dimethylamino-1-methoxyethylene), C(C1=CC=CC=C1)(C1=CC=CC=C1)OC(=O)C=1N2C(C(C2SCC1C)NC(COC1=CC=CC=C1)=O)=O (2-benzhydryloxycarbonyl-3-methyl-7-phenoxyacetamido-8-oxo-5-thia-1-azabicyclo[4.2.0]oct-2-ene). Solvent: CN(C=O)C (dimethylformamide), CN(C=O)C (dimethylformamide). Run at temperature 80 celsius, time 10 minute. The product is C(C1=CC=CC=C1)(C1=CC=CC=C1)OC(=O)C=1N2C(C(C2SCC1C=C(C)N(C)C)NC(COC1=CC=CC=C1)=O)=O (2-benzhydryloxycarbonyl-7-phenoxyacetamido-3-(2-dimethylaminoprop-1-en-1-yl)-8-oxo-5-thia-1-azabicyclo[4.2.0]oct-2-ene). As a reaction SMILES: [CH3:1][N:2]([CH3:7])[C:3](OC)=[CH2:4].[CH:8]([O:21][C:22]([C:24]1[N:25]2[CH:28]([S:29][CH2:30][C:31]=1[CH3:32])[CH:27]([NH:33][C:34](=[O:43])[CH2:35][O:36][C:37]1[CH:42]=[CH:41][CH:40]=[CH:39][CH:38]=1)[C:26]2=[O:44])=[O:23])([C:15]1[CH:20]=[CH:19][CH:18]=[CH:17][CH:16]=1)[C:9]1[CH:14]=[CH:13][CH:12]=[CH:11][CH:10]=1>CN(C)C=O>[CH:8]([O:21][C:22]([C:24]1[N:25]2[CH:28]([S:29][CH2:30][C:31]=1[CH:32]=[C:3]([N:2]([CH3:7])[CH3:1])[CH3:4])[CH:27]([NH:33][C:34](=[O:43])[CH2:35][O:36][C:37]1[CH:38]=[CH:39][CH:40]=[CH:41][CH:42]=1)[C:26]2=[O:44])=[O:23])([C:15]1[CH:16]=[CH:17][CH:18]=[CH:19][CH:20]=1)[C:9]1[CH:10]=[CH:11][CH:12]=[CH:13][CH:14]=1. Procedure details: A solution of 1-dimethylamino-1-methoxyethylene (1.62 g) in dimethylformamide (3 cc) is added, in the course of 45 minutes, to a solution of 2-benzhydryloxycarbonyl-3-methyl-7-phenoxyacetamido-8-oxo-5-thia-1-azabicyclo[4.2.0]oct-2-ene (2.06 g) in dimethylformamide (15 cc) at 80° C. The mixture is then stirred for 10 minutes at 80° C. This yields a solution of 2-benzhydryloxycarbonyl-7-phenoxyacetamido-3-(2-dimethylaminoprop-1-en-1-yl)-8-oxo-5-thia-1-azabicyclo[4.2.0]oct-2-ene, which is poured in... The reactants are [OH-].[K+] (potassium hydroxide), ClCC(=O)O (chloro acetic acid), C=1(C(=CC=CC1)C)C (xylene). Conditions: time 40 minute. Product: O(C1=CC=CC=C1)CC(=O)O (phenoxy acetic acid). As a reaction SMILES: [OH-:1].[K+].Cl[CH2:4][C:5]([OH:7])=[O:6].[C:8]1(C)[C:9](C)=[CH:10][CH:11]=[CH:12][CH:13]=1>>[O:1]([CH2:4][C:5]([OH:7])=[O:6])[C:8]1[CH:9]=[CH:10][CH:11]=[CH:12][CH:13]=1 |f:0.1|. Procedure: 300 g of technical cashew nut shell liquid and 500 ml of xylene was charged to a 2 liter reactor equipped with agitator and condenser. The contents were warmed to 40 degree C. Subsequently 168 g of potassium hydroxide was added to the reactor and stirred for 40 minutes. Later, 94 g of chloro acetic acid was added slowly in 30 minutes. After the completion of addition of reactants, the reaction mixture was refluxed for 6 hours. On completion of the reaction, the solvent was removed and contents t... Reactants: C([O-])(O)=O.[Na+] (sodium bicarbonate), BrC1=C(C=2C=CC=NC2C=C1)C#N (6-bromoquinoline-5-carbonitrile), SCC(=O)OCC (ethyl mercaptoacetate), [O-]CC.[Na+] (sodium ethoxide). Run in CN(C=O)C (dimethylformamide). Yields the product C(#N)C1=C2C=CC=NC2=CC=C1SCC(=O)OCC (ethyl 2-[(5-cyanoquinolin-6-yl)sulfanyl]acetate). As a reaction SMILES: Br[C:2]1[CH:11]=[CH:10][C:9]2[N:8]=[CH:7][CH:6]=[CH:5][C:4]=2[C:3]=1[C:12]#[N:13].[SH:14][CH2:15][C:16]([O:18][CH2:19][CH3:20])=[O:17].[O-]CC.[Na+].C(=O)(O)[O-].[Na+]>CN(C)C=O>[C:12]([C:3]1[C:2]([S:14][CH2:15][C:16]([O:18][CH2:19][CH3:20])=[O:17])=[CH:11][CH:10]=[C:9]2[C:4]=1[CH:5]=[CH:6][CH:7]=[N:8]2)#[N:13] |f:2.3,4.5|. Reported procedure: A solution of 6-bromoquinoline-5-carbonitrile (16b) (300 mg, 1.29 mmol), ethyl mercaptoacetate (212 μL, 1.93 mmol) and sodium ethoxide (122.6 mg, 1.80 mmol) in dimethylformamide (10 mL) was stirred at room temperature for 15 hours. A saturated aqueous solution of sodium bicarbonate was added to the mixture. It was extracted twice with ethyl acetate. The organic layer was washed with brine, dried over sodium sulfate, filtered and concentrated in vacuo. The intermediate ethyl 2-[(5-cyanoquinolin-6... Reactants: CCNCC, Cc1cc(S(=O)(=O)Cl)ccc1NS(=O)(=O)C(F)(F)F, C1CCOC1. Product: CCN(CC)S(=O)(=O)c1ccc(NS(=O)(=O)C(F)(F)F)c(C)c1. Reaction SMILES: [CH2:1]([CH3:2])[NH:3][CH2:4][CH3:5].[CH3:6][c:7]1[cH:8][c:9]([S:21](=[O:22])(=[O:23])[Cl:24])[cH:10][cH:11][c:12]1[NH:13][S:14](=[O:15])(=[O:16])[C:17]([F:18])([F:19])[F:20].[O:25]1[CH2:26][CH2:27][CH2:28][CH2:29]1>>[CH2:1]([CH3:2])[N:3]([CH2:4][CH3:5])[S:21]([c:9]1[cH:8][c:7]([CH3:6])[c:12]([NH:13][S:14](=[O:15])(=[O:16])[C:17]([F:18])([F:19])[F:20])[cH:11][cH:10]1)(=[O:22])=[O:23]. The reactants are BrC1=CC=C(C=C(C(=O)OCCC)C(=O)C)C=C1 (propyl 2-(4-bromobenzylidene)acetoacetate), CN\C(=C/C(=O)OCCC)\C (propyl 3-methylamino-crotonate). The solvent is CC(CC)O (2-butanol). Product: BrC1=CC=C(C=C1)C1C(=C(N(C(=C1C(=O)OCCC)C)C)C)C(=O)OCCC (Dipropyl 4-(4-bromophenyl)-1,2,6-trimethyl-1,4-dihydropyridine-3,5-dicarboxylate). As a reaction SMILES: [Br:1][C:2]1[CH:18]=[CH:17][C:5]([CH:6]=[C:7]([C:14]([CH3:16])=O)[C:8]([O:10][CH2:11][CH2:12][CH3:13])=[O:9])=[CH:4][CH:3]=1.[CH3:19][NH:20]/[C:21](/[CH3:29])=[CH:22]\[C:23]([O:25][CH2:26][CH2:27][CH3:28])=[O:24]>CC(O)CC>[Br:1][C:2]1[CH:18]=[CH:17][C:5]([CH:6]2[C:22]([C:23]([O:25][CH2:26][CH2:27][CH3:28])=[O:24])=[C:21]([CH3:29])[N:20]([CH3:19])[C:14]([CH3:16])=[C:7]2[C:8]([O:10][CH2:11][CH2:12][CH3:13])=[O:9])=[CH:4][CH:3]=1. Reported procedure: A solution of 6.22 g (0.02 mol) of propyl 2-(4-bromobenzylidene)acetoacetate and 3.14 g (0.02 mol) of propyl 3-methylamino-crotonate in 25 ml of 2-butanol is stirred under reflux for 10 hours. The mixture is then concentrated in vacuo, and the precipitate formed in the cold is filtered off with suction. After recrystallization from propanol, 5.32 g (59.1% of theory) of melting point 97°-99° C. are obtained.